From a dataset of the Open Reaction Database (ORD), a public repository of structured organic reaction records. describe an organic reaction: reactants, conditions, products, and yield Conditions: time 30 minute. The product is FC(C1=CC=C(OC(C)C2=CC=NC=3N2N=CN3)C=C1)(F)F (7-[1-(4-trifluoromethylphenoxy)ethyl]-1,2,4-triazolo[1,5-a]pyrimidine). The solvent is COCCOC (1,2-dimethoxyethane), COCCOC (1,2-dimethoxyethane). RXN SMILES: [F:1][C:2]([F:11])([F:10])[C:3]1[CH:8]=[CH:7][C:6]([OH:9])=[CH:5][CH:4]=1.[H-].[Na+].Br[CH:15]([C:17]1[N:22]2[N:23]=[CH:24][N:25]=[C:21]2[N:20]=[CH:19][CH:18]=1)[CH3:16]>COCCOC>[F:1][C:2]([F:10])([F:11])[C:3]1[CH:4]=[CH:5][C:6]([O:9][CH:15]([C:17]2[N:22]3[N:23]=[CH:24][N:25]=[C:21]3[N:20]=[CH:19][CH:18]=2)[CH3:16])=[CH:7][CH:8]=1 |f:1.2|. Procedure: 4-Trifluoromethylphenol (1.62 g) was added to a stirred suspension of sodium hydride (0.48 g) in dry 1,2-dimethoxyethane (35 ml). The mixture was stirred at room temperature for 30 minutes, then a solution of 7-(1-bromoethyl)-1,2,4-triazolo[1,5-a]pyrimidine (2.27 g, prepared in a similar manner to that described in Example 6 below) in dry 1,2-dimethoxyethane (85 ml) was added dropwise. The mixture was stirred at room temperature for 24 hours. The sodium bromide was removed from the mixture by fi... Reactants: FC(C1=CC=C(C=C1)O)(F)F (4-Trifluoromethylphenol), [H-].[Na+] (sodium hydride), BrC(C)C1=CC=NC=2N1N=CN2 (7-(1-bromoethyl)-1,2,4-triazolo[1,5-a]pyrimidine). The reactants are COC1=NC=C(C=C1C)[N+](=O)[O-] (2-Methoxy-3-methyl-5-nitropyridine), Pd on-carbon. The solvent is CO (methanol). Reaction conditions: time 10 minute. Product: COC1=C(C=C(C=N1)N)C (6-Methoxy-5-methyl-3-pyridinamine). Isolated yield 9.3%. RXN SMILES: [CH3:1][O:2][C:3]1[C:8]([CH3:9])=[CH:7][C:6]([N+:10]([O-])=O)=[CH:5][N:4]=1>CO>[CH3:1][O:2][C:3]1[N:4]=[CH:5][C:6]([NH2:10])=[CH:7][C:8]=1[CH3:9]. Procedure details: 2-Methoxy-3-methyl-5-nitropyridine (1.63 g, 9.71 mmol) was dissolved in methanol (50 ml), 10% Pd-on-carbon powder (50% water content article) (800 mg) was added, and stirred under hydrogen atmosphere for 2 hours and 10 minutes. After the reaction was completed, celite filtration was carried out, the solvent was evaporated, thereby yielding the title compound (1.25 g, 0.90 mmol, 93%) as a blue oily substance. Reactants: C1=CC=CC=2C(C3=C(CCC21)C=CC=C3)CC(=O)O (10,11-dihydro-5H-dibenzo[a,d]cycloheptene-5-acetic acid), Cl.CNOC (N,O-dimethylhydroxylamine hydrochloride). Yields the product C1=CC=CC=2C(C3=C(CCC21)C=CC=C3)CC(=O)N(C)OC (2-(10,11-Dihydro-5H-dibenzo[a,d]cyclohepten-5-yl)-N-methoxy-N-methyl-acetamide). RXN SMILES: [CH:1]1[C:11]2[CH2:10][CH2:9][C:8]3[CH:12]=[CH:13][CH:14]=[CH:15][C:7]=3[CH:6]([CH2:16][C:17]([OH:19])=O)[C:5]=2[CH:4]=[CH:3][CH:2]=1.Cl.[CH3:21][NH:22][O:23][CH3:24]>>[CH:12]1[C:8]2[CH2:9][CH2:10][C:11]3[CH:1]=[CH:2][CH:3]=[CH:4][C:5]=3[CH:6]([CH2:16][C:17]([N:22]([O:23][CH3:24])[CH3:21])=[O:19])[C:7]=2[CH:15]=[CH:14][CH:13]=1 |f:1.2|. Procedure details: In analogy to example 55, step 1, from 10,11-dihydro-5H-dibenzo[a,d]cycloheptene-5-acetic acid (CAS RN: [4037-50-7]) and N,O-dimethylhydroxylamine hydrochloride was prepared the title compound as a colorless oil, MS (ESI+): m/z=296.3 ([M+H]+). Starting materials: [Cl-], Cl, N#CSc1ccc(N)c([N+](=O)[O-])c1. The product is N#CSc1ccc(N)c(N)c1. RXN SMILES: [Cl-:15].[ClH:14].[NH2:1][c:2]1[c:3]([N+:11]([O-:12])=[O:13])[cH:4][c:5]([S:8][C:9]#[N:10])[cH:6][cH:7]1>>[NH2:1][c:2]1[c:3]([NH2:11])[cH:4][c:5]([S:8][C:9]#[N:10])[cH:6][cH:7]1. Reactants: OCC1NCC2=CC=CC=C2C1 ((+)-3-hydroxymethyl-1,2,3,4-tetrahydroisoquinoline), [H-].[Na+] (NaH), O (water), C(C)OS(=O)(=O)OCC (diethylsulfate). Reaction SMILES: [OH:1][CH2:2][CH:3]1[CH2:12][C:11]2[C:6](=[CH:7][CH:8]=[CH:9][CH:10]=2)[CH2:5][NH:4]1.[H-].[Na+].[CH2:15](OS(OCC)(=O)=O)[CH3:16].O>CS(C)=O>[CH2:15]([O:1][CH2:2][C@H:3]1[CH2:12][C:11]2[C:6](=[CH:7][CH:8]=[CH:9][CH:10]=2)[CH2:5][NH:4]1)[CH3:16] |f:1.2|. Conditions: time 45 minute. Run in CS(=O)C (DMSO). Yields the product C(C)OC[C@@H]1NCC2=CC=CC=C2C1 ((R)-3-Ethoxymethyl-1,2,3,4-tetrahydroisoquinoline). Reported procedure: To a solution of 500 mg (3.06 mmol) of (+)-3-hydroxymethyl-1,2,3,4-tetrahydroisoquinoline in 10 mL of DMSO was added 122 mg (3.06 mmol) of NaH (60% in oil) and the mixture was stirred for 45 minutes at room temperature. Then 0.403 mL (3.06 mmol) of diethylsulfate was added via syringe. Foaming occurred and subsided in approximately 15 minutes. The reaction mixture was then stirred at room temperature overnight and poured into water. The product was extracted into ethyl acetate and dried and evap... The reactants are COc1ccc(-c2c(C)cccc2C)nn1, I, [NH4+], [OH-], O. The product is Cc1cccc(C)c1-c1ccc(O)nn1. RXN SMILES: [CH3:1][c:2]1[c:3](-[c:9]2[n:10][n:11][c:12]([O:15][CH3:16])[cH:13][cH:14]2)[c:4]([CH3:8])[cH:5][cH:6][cH:7]1.[IH:19].[NH4+:17].[OH-:18].[OH2:20]>>[CH3:1][c:2]1[c:3](-[c:9]2[n:10][n:11][c:12]([OH:15])[cH:13][cH:14]2)[c:4]([CH3:8])[cH:5][cH:6][cH:7]1.